From a dataset of the Open Reaction Database (ORD), a public repository of structured organic reaction records. describe an organic reaction: reactants, conditions, products, and yield Reactants: NCC(C1=CC=C(C=C1)Cl)NC(OC(C)(C)C)=O (tert-butyl 2-amino-1-(4-chlorophenyl)ethylcarbamate), NCC(C1=CC=C(C=C1)Cl)NC(OC(C)(C)C)=O (tert-butyl 2-amino-1-(4-chlorophenyl)ethylcarbamate), C(C)N(C(C)C)C(C)C (N-ethyldiisopropylamine), CS(=O)(=O)Cl (methanesulfonyl chloride). The solvent is C1CCOC1 (THF). Conditions: time 2 hour. Product: ClC1=CC=C(C=C1)C(CNS(=O)(=O)C)NC(OC(C)(C)C)=O (tert-butyl 1-(4-chlorophenyl)-2-(methylsulfonamido)ethylcarbamate), solid. Isolated yield 54.3%. Reaction SMILES: [NH2:1][CH2:2][CH:3]([NH:11][C:12](=[O:18])[O:13][C:14]([CH3:17])([CH3:16])[CH3:15])[C:4]1[CH:9]=[CH:8][C:7]([Cl:10])=[CH:6][CH:5]=1.C(N(C(C)C)C(C)C)C.[CH3:28][S:29](Cl)(=[O:31])=[O:30]>C1COCC1>[Cl:10][C:7]1[CH:6]=[CH:5][C:4]([CH:3]([NH:11][C:12](=[O:18])[O:13][C:14]([CH3:15])([CH3:17])[CH3:16])[CH2:2][NH:1][S:29]([CH3:28])(=[O:31])=[O:30])=[CH:9][CH:8]=1. Procedure details: A solution of tert-butyl 2-amino-1-(4-chlorophenyl)ethylcarbamate (Intermediate 73) (220 mg, 0.81 mmol) and N-ethyldiisopropylamine (0.281 mL, 1.63 mmol) in THF (5 mL) was treated with methanesulfonyl chloride (0.075 mL, 0.98 mmol). The resulting solution was stirred at ambient temperature for 2 hours. The mixture was partitioned between DCM and sodium bicarbonate solution. The organic layer was concentrated and the residue was purified by flash column chromatography on silica using gradient elu... Starting materials: FC(C1=C(C=O)C=CC=C1)(F)F (2-trifluoromethylbenzaldehyde), CC(C(=O)Cl)(C)C (trimethylacetyl chloride), N1C=NC=C1 (imidazole), solution, C(CCC)[Li] (n-butyl lithium), C1CCOC1 (THF). The solvent is CCCCCC (hexane). Conditions: time 1.5 hour. Product: CC(C(=O)OC1(CN2C=NC=C2)C(C=CC=C1)C(F)(F)F)(C)C (N-(1-trimethylacetoxy-2'-trifluoromethylbenzyl)-imidazole). Reaction SMILES: [NH:1]1[CH:5]=[CH:4][N:3]=[CH:2]1.C([Li])CCC.[F:11][C:12]([F:22])([F:21])[C:13]1[CH:20]=[CH:19][CH:18]=[CH:17][C:14]=1[CH:15]=O.[CH3:23][C:24]([CH3:29])([CH3:28])[C:25](Cl)=[O:26].C1C[O:33]CC1>CCCCCC>[CH3:23][C:24]([CH3:29])([CH3:28])[C:25]([O:33][C:14]1([CH:17]=[CH:18][CH:19]=[CH:20][CH:13]1[C:12]([F:11])([F:21])[F:22])[CH2:15][N:1]1[CH:5]=[CH:4][N:3]=[CH:2]1)=[O:26]. Procedure: To a solution of 1.5 g of imidazole in 30 ml of THF at 0° C., 8.8 ml of a 2.5M solution of n-butyl lithium in hexane were added slowly over about 7 minutes. The reaction mixture became light yellow and cloudy. After 1.5 hours, 4.2 g of 2-trifluoromethylbenzaldehyde were added slowly at about 10° C. The reaction mixture was allowed to warm to room temperature and then stirred at room temperature over the weekend. 2.9 g of trimethylacetyl chloride were added slowly at room temperature and the mixt...